This data is from the Open Reaction Database (ORD), a public repository of structured organic reaction records. The task is: describe an organic reaction: reactants, conditions, products, and yield The reactants are NC1=NNC(=N1)SCCSCCSCCCCCC (3-amino-5-{2-[2-(hexylthio)ethylthio]ethylthio}-1,2,4-triazole), C(CCCCC)SCCCl (2-chloroethyl hexyl sulfide). The product is NC1=NNC(=N1)SCCSCCCCCC (3-amino-5-[2-(hexylthio)ethylthio]-1,2,4-triazole). The yield is 86.0%. Reaction SMILES: [NH2:1][C:2]1[N:6]=[C:5]([S:7][CH2:8][CH2:9][S:10][CH2:11][CH2:12]SCCCCCC)[NH:4][N:3]=1.[CH2:20](SCCCl)[CH2:21][CH2:22][CH2:23]CC>>[NH2:1][C:2]1[N:6]=[C:5]([S:7][CH2:8][CH2:9][S:10][CH2:11][CH2:12][CH2:20][CH2:21][CH2:22][CH3:23])[NH:4][N:3]=1. Procedure details: Compound 6 was prepared using the procedure used for Compound 12, but with 2-chloroethyl hexyl sulfide as the starting material. The yield was 86%. A portion was recrystallized from ligroin/ethyl acetate to obtain a solid, m.p. 76.5°-78° C. Analysis: Calculated for C10H20N4S2 : C, 46.12; H, 7.74; N, 21.51. Found: C, 46.00; H, 7.56; N, 21.56. Starting materials: C(#N)C1CCN(CC1)C(=O)N1CC(CC(C1)C1=CC=C(C=C1)C(F)(F)F)C(=O)O (1-[(4-Cyanopiperidin-1-yl)carbonyl]-5-[4-(trifluoromethyl)phenyl]piperidine-3-carboxylic acid), FC1=C(C=C(C=C1)F)C(N)=NO (2,5-Difluoro-N′-hydroxybenzenecarboximidamide). The product is FC1=C(C=C(C=C1)F)C1=NOC(=N1)C1CN(CC(C1)C1=CC=C(C=C1)C(F)(F)F)C(=O)N1CCC(CC1)C#N (1-({3-[3-(2,5-Difluorophenyl)-1,2,4-oxadiazol-5-yl]5-[4-(trifluoromethyl)phenyl]piperidin-1-yl}-carbonyl)piperidine-4-carbonitrile). As a reaction SMILES: [C:1]([CH:3]1[CH2:8][CH2:7][N:6]([C:9]([N:11]2[CH2:16][CH:15]([C:17]3[CH:22]=[CH:21][C:20]([C:23]([F:26])([F:25])[F:24])=[CH:19][CH:18]=3)[CH2:14][CH:13]([C:27]([OH:29])=O)[CH2:12]2)=[O:10])[CH2:5][CH2:4]1)#[N:2].[F:30][C:31]1[CH:36]=[CH:35][C:34]([F:37])=[CH:33][C:32]=1[C:38](=[N:40]O)[NH2:39]>>[F:30][C:31]1[CH:36]=[CH:35][C:34]([F:37])=[CH:33][C:32]=1[C:38]1[N:40]=[C:27]([CH:13]2[CH2:14][CH:15]([C:17]3[CH:22]=[CH:21][C:20]([C:23]([F:26])([F:25])[F:24])=[CH:19][CH:18]=3)[CH2:16][N:11]([C:9]([N:6]3[CH2:5][CH2:4][CH:3]([C:1]#[N:2])[CH2:8][CH2:7]3)=[O:10])[CH2:12]2)[O:29][N:39]=1. Reported procedure: 100 mg (0.244 mmol) of 1-[(4-cyanopiperidin-1-yl)carbonyl]-5-[4-(trifluoromethyl)phenyl]piperidine-3-carboxylic acid (Example 100A) and 46.2 mg (0.269 mmol) of 2,5-difluoro-N′-hydroxybenzenecarboximidamide (Example 74A) were reacted according to the General Method 1. Yield: 72.5 mg (54% of theory).